This data is from the Open Reaction Database (ORD), a public repository of structured organic reaction records. The task is: describe an organic reaction: reactants, conditions, products, and yield The solvent is CCO (EtOH), O (H2O). Reaction conditions: temperature 50 celsius, time 8 hour. Yields the product BrC=1C=C(C=NC1OC)CC#N ((5-bromo-6-methoxy-pyridin-3-yl)-acetonitrile). As a reaction SMILES: [Br:1][C:2]1[C:3]([O:10][CH3:11])=[N:4][CH:5]=[C:6]([CH2:8]Br)[CH:7]=1.[C-:12]#[N:13].[Na+].C(Cl)Cl.C([O-])(O)=O.[Na+]>CCO.O>[Br:1][C:2]1[CH:7]=[C:6]([CH2:8][C:12]#[N:13])[CH:5]=[N:4][C:3]=1[O:10][CH3:11] |f:1.2,4.5|. The reactants are BrC=1C(=NC=C(C1)CBr)OC (3-bromo-5-bromomethyl-2-methoxy-pyridine), [C-]#N.[Na+] (sodium cyanide), C(=O)(O)[O-].[Na+] (NaHCO3), C(Cl)Cl (CH2Cl2). Procedure details: To 3-bromo-5-bromomethyl-2-methoxy-pyridine (1.42 g, 5.05 mmol) in EtOH (14 mL) and H2O (1.5 mL) was added sodium cyanide (0.25 g, 5.05 mmol), and the reaction was stirred at 50° C. overnight. The mixture was cooled to room temperature and worked up with CH2Cl2 and saturated aqueous NaHCO3. The combined organic layers were dried, filtered, and concentrated to give (5-bromo-6-methoxy-pyridin-3-yl)-acetonitrile.